Dataset: the Open Reaction Database (ORD), a public repository of structured organic reaction records. Task: describe an organic reaction: reactants, conditions, products, and yield Starting materials: N1C(=O)NC(=O)C1 (hydantoin), OC=1C=C(C=O)C=C(C1O)[N+](=O)[O-] (3,4-dihydroxy-5-nitrobenzaldehyde), C(C)(=O)[O-].[NH4+] (ammonium acetate). Run in C(C)(=O)O (acetic acid). Product: OC=1C=C(C=C(C1O)[N+](=O)[O-])C=C1NC(NC1=O)=O (4-[(3,4-Dihydroxy-5-nitrophenyl)methylidene]-2,5-imidazolidindione). RXN SMILES: [NH:1]1[CH2:7][C:5](=[O:6])[NH:4][C:2]1=[O:3].[OH:8][C:9]1[CH:10]=[C:11]([CH:14]=[C:15]([N+:18]([O-:20])=[O:19])[C:16]=1[OH:17])[CH:12]=O.C([O-])(=O)C.[NH4+]>C(O)(=O)C>[OH:8][C:9]1[CH:10]=[C:11]([CH:12]=[C:7]2[C:5](=[O:6])[NH:4][C:2](=[O:3])[NH:1]2)[CH:14]=[C:15]([N+:18]([O-:20])=[O:19])[C:16]=1[OH:17] |f:2.3|. Procedure details: A solution containing 0.65 g of hydantoin, 0.92 g of 3,4-dihydroxy-5-nitrobenzaldehyde and 0.15 g of ammonium acetate in 15 ml of acetic acid was refluxed overnight. The product was filtered and washed with acetic acid and 2-propanol. Yield 0.56 g (42%), mp >350° C. The reactants are O1C(C(=O)O)C1C(=O)O.C(C)[K] (monoethyl potassium epoxysuccinate), C(C(=O)Cl)(=O)Cl (oxalyl chloride), C(CC1=CC=CC=C1)N (phenethylamine). The yield is 54.8%. As a reaction SMILES: [O:1]1[CH:6]([C:7]([OH:9])=[O:8])[CH:2]1[C:3]([OH:5])=O.[CH2:10]([K])[CH3:11].C(Cl)(=O)C(Cl)=O.[CH2:19]([NH2:27])[CH2:20][C:21]1[CH:26]=[CH:25][CH:24]=[CH:23][CH:22]=1>>[CH2:19]([NH:27][C:3](=[O:5])[CH:2]1[O:1][CH:6]1[C:7]([O:9][CH2:10][CH3:11])=[O:8])[CH2:20][C:21]1[CH:26]=[CH:25][CH:24]=[CH:23][CH:22]=1 |f:0.1|. Procedure: Following the procedure of Example 1, monoethyl potassium epoxysuccinate (1.0 g) was successively treated with oxalyl chloride (0.75 g) and phenethylamine (1.3 g) to give 0.72 g of ethyl N-phenethyl-2,3-epoxysuccinamate (Compound No. 15) as colorless needles melting at 80°-82° C. Product: C(CC1=CC=CC=C1)NC(C1C(C(=O)OCC)O1)=O (ethyl N-phenethyl-2,3-epoxysuccinamate). Reactants: BrCC(=O)C1=CC=C(C=C1)F (2-bromo-1-(4-fluorophenyl)-ethanone), C(C1=CC=CC=C1)N1CCC(CC1)=O (N-benzyl-4-piperidone), Br.C(C)O (hydrobromic acid ethanol), [Cl-].[Ce+3].[Cl-].[Cl-] (cerium chloride), [I-].[Na+] (sodium iodide). Run in O1CCCC1 (tetrahydrofuran), O1CCCC1 (tetrahydrofuran). Reaction conditions: time 2 hour. Product: C(C1=CC=CC=C1)N1CCC(CC1)(CC(C1=CC=C(C=C1)F)=O)Br (N-benzyl-4-(p-fluorobenzoylmethyl)-4-piperidinyl hydrobromide). Yield: 34.0%. Reaction SMILES: [Cl-].[Ce+3].[Cl-].[Cl-].[I-].[Na+].Br[CH2:8][C:9]([C:11]1[CH:16]=[CH:15][C:14]([F:17])=[CH:13][CH:12]=1)=[O:10].[CH2:18]([N:25]1[CH2:30][CH2:29][C:28](=O)[CH2:27][CH2:26]1)[C:19]1[CH:24]=[CH:23][CH:22]=[CH:21][CH:20]=1.[BrH:32].C(O)C>O1CCCC1>[CH2:18]([N:25]1[CH2:30][CH2:29][C:28]([Br:32])([CH2:8][C:9](=[O:10])[C:11]2[CH:16]=[CH:15][C:14]([F:17])=[CH:13][CH:12]=2)[CH2:27][CH2:26]1)[C:19]1[CH:24]=[CH:23][CH:22]=[CH:21][CH:20]=1 |f:0.1.2.3,4.5,8.9|. Procedure details: Anhydrous cerium chloride (0.99 g, 4.0 mmol) and sodium iodide (1.8 g, 12.0 mmol) are added to 10 ml of anhydrous tetrahydrofuran as a solvent to form a suspension. Dissolving 0.87 g (4.0 mmol) of 2-bromo-1-(4-fluorophenyl)-ethanone and 0.76 g (4.0 mmol) of N-benzyl-4-piperidone in 10 ml of anhydrous tetrahydrofuran, and the solution is added dropwise to the above suspension and reacting at room temperature for 2 hours. Operating according to the post-treatment procedure in General Method three,... Reactants: C(C)OC([C@@H](C[C@@H](CC1=CC=C(C=C1)C1=CC=CC=C1)NC(CCC(=O)O)=O)C)=O ((2R,4S)-5-Biphenyl-4-yl-4-(3-carboxypropionylamino)-2-methylpentanoic acid ethyl ester), C1(=CC=C(C=C1)C[C@H](C[C@H](C(=O)O)C)NC(=O)OC(C)(C)C)C1=CC=CC=C1 ((2R,4S)-5-biphenyl-4-yl-4-tert-butoxycarbonylamino-2-methylpentanoic acid), O=C(CCC(=O)O)C (4-oxo-pentanoic acid), BrCCO (2-bromoethanol), BrCCO (2-bromoethanol), BrCCO (2-bromoethanol), S(=O)(Cl)Cl (Thionyl chloride). The solvent is C1(=CC=CC=C1)C (toluene), CN(C=O)C (Dimethylformamide). Reaction conditions: temperature 0 celsius, time 2 hour. The product is C1(=CC=C(C=C1)C[C@H](C[C@H](C(=O)O)C)NC(CCC(=O)OCCBr)=O)C1=CC=CC=C1 ((2R,4S)-5-Biphenyl-4-yl-4-[3-(2-bromoethoxycarbonyl)propionylamino]-2-methylpentanoic acid), C1(=CC=C(C=C1)C[C@H](C[C@H](C(=O)O)C)NC(=O)OC(C)(C)C)C1=CC=CC=C1 ((2R,4S)-5-biphenyl-4-yl-4-tert-butoxycarbonylamino-2-methylpentanoic acid), BrCCOC(CCC(C)=O)=O (4-oxo-pentanoic acid 2-bromoethyl ester). RXN SMILES: C([O:3][C:4](=[O:30])[C@H:5]([CH3:29])[CH2:6][C@H:7]([NH:21][C:22](=[O:28])[CH2:23][CH2:24][C:25](O)=[O:26])[CH2:8][C:9]1[CH:14]=[CH:13][C:12]([C:15]2[CH:20]=[CH:19][CH:18]=[CH:17][CH:16]=2)=[CH:11][CH:10]=1)C.[C:31]1([C:53]2[CH:58]=[CH:57][CH:56]=[CH:55][CH:54]=2)[CH:36]=[CH:35][C:34]([CH2:37][C@@H:38]([NH:45][C:46]([O:48][C:49]([CH3:52])([CH3:51])[CH3:50])=[O:47])[CH2:39][C@@H:40]([CH3:44])[C:41]([OH:43])=[O:42])=[CH:33][CH:32]=1.[O:59]=[C:60]([CH3:66])[CH2:61][CH2:62][C:63]([OH:65])=[O:64].S(Cl)(Cl)=O.[Br:71][CH2:72][CH2:73][OH:74]>C1(C)C=CC=CC=1.CN(C)C=O>[C:12]1([C:15]2[CH:16]=[CH:17][CH:18]=[CH:19][CH:20]=2)[CH:11]=[CH:10][C:9]([CH2:8][C@@H:7]([NH:21][C:22](=[O:28])[CH2:23][CH2:24][C:25]([O:74][CH2:73][CH2:72][Br:71])=[O:26])[CH2:6][C@@H:5]([CH3:29])[C:4]([OH:30])=[O:3])=[CH:14][CH:13]=1.[C:31]1([C:53]2[CH:54]=[CH:55][CH:56]=[CH:57][CH:58]=2)[CH:32]=[CH:33][C:34]([CH2:37][C@@H:38]([NH:45][C:46]([O:48][C:49]([CH3:52])([CH3:50])[CH3:51])=[O:47])[CH2:39][C@@H:40]([CH3:44])[C:41]([OH:43])=[O:42])=[CH:35][CH:36]=1.[Br:71][CH2:72][CH2:73][O:64][C:63](=[O:65])[CH2:62][CH2:61][C:60](=[O:59])[CH3:66]. Reported procedure: (2R,4S)-5-Biphenyl-4-yl-4-(3-carboxypropionylamino)-2-methylpentanoic acid ethyl ester (3-a, R1=4-oxo-pentanoic acid, R2=H, R3=Et) (5.5 g) is dissolved in toluene (33 ml) at room temperature. Dimethylformamide (0.1 ml) is added. Thionyl chloride (2.4 ml) is then added. The solution is cooled to 0° C. and 2-bromoethanol (0.94 ml) is added. The mixture is stirred at 0° C. for 2 h and then at room temperature for a further 1 h. A further portion of 2-bromoethanol (0.94 ml) is added and the mixture ... Reactants: CCO, Cl, Cl, NO, [Na+], [OH-], O, CC(=O)c1ccc(O)cc1O. Product: ON=Cc1ccc(O)cc1O. Reaction SMILES: [CH3:19][CH2:20][OH:21].[ClH:12].[ClH:17].[NH2:13][OH:14].[Na+:16].[OH-:15].[OH2:18].[OH:1][c:2]1[c:3]([C:9](=[O:10])[CH3:11])[cH:4][cH:5][c:6]([OH:8])[cH:7]1>>[OH:1][c:2]1[c:3]([CH:9]=[N:13][OH:14])[cH:4][cH:5][c:6]([OH:8])[cH:7]1. The reactants are CC=1C=C(OCC(=O)O)C=CC1 (3-methylphenoxyacetic acid), [N+](=O)(O)[O-].O([N+](=O)[O-])CCN (2-nitroxyethylamine nitrate). The solvent is CCCCCC (hexane). The product is O([N+](=O)[O-])CCNC(COC1=CC(=CC=C1)C)=O (N-(2-Nitroxyethyl)-3-methylphenoxyacetamide). Isolated yield 55.4%. RXN SMILES: [CH3:1][C:2]1[CH:3]=[C:4]([CH:10]=[CH:11][CH:12]=1)[O:5][CH2:6][C:7]([OH:9])=O.[N+]([O-])(O)=O.[O:17]([CH2:21][CH2:22][NH2:23])[N+:18]([O-:20])=[O:19]>CCCCCC>[O:17]([CH2:21][CH2:22][NH:23][C:7](=[O:9])[CH2:6][O:5][C:4]1[CH:10]=[CH:11][CH:12]=[C:2]([CH3:1])[CH:3]=1)[N+:18]([O-:20])=[O:19] |f:1.2|. Procedure details: Following a similar treatment to that in Example 2 and using 0.71 g of 3-methylphenoxyacetic acid and 0.6 g of 2-nitroxyethylamine nitrate, 0.50 g of the title compound was obtained as colorless powdery crystals (solvent for recrystallization; hexane). Starting materials: Cl (hydrochloric acid), NC(=S)N (thiourea), C(C)NC1=NC(=NC(=N1)NCC)Cl (2,4-bis(ethylamino)-6-chloro-1,3,5-triazine), [OH-].[Na+] (sodium hydroxide). Run in O1CCOCC1 (dioxane), O (water). Run at time 2 hour. Product: C(C)NC1=NC(=NC=N1)S (ethylamino-6-mercapto-1,3,5-triazine). As a reaction SMILES: [NH2:1][C:2]([NH2:4])=[S:3].[CH2:5]([NH:7][C:8]1N=C(NCC)N=[C:10](Cl)[N:9]=1)[CH3:6].[OH-].[Na+].Cl>O1CCOCC1.O>[CH2:5]([NH:7][C:8]1[N:9]=[CH:10][N:4]=[C:2]([SH:3])[N:1]=1)[CH3:6] |f:2.3|. Procedure details: A mixture of 1.5 g of thiourea and 4 g of 2,4-bis(ethylamino)-6-chloro-1,3,5-triazine in a mixture of 20 ml of dioxane and 20 ml of water is refluxed with stirring for 2 hours in 100 ml flask. After cooling, the mixture is mixed with 1.6 g of 50% sodium hydroxide and stirred for 10 minutes. The resulting mixture is neutralized with hydrochloric acid and extracted with ethyl acetate. The extract is concentrated under reduced pressure to give 4 g of 2,4-bis(ethylamino-6-mercapto-1,3,5-triazine. Th... The reactants are N([C@@H]([C@H](OC(C)(C)C)C)C(=O)N[C@@H](COC(C)(C)C)C(=O)O)C(=O)OCC1=CC=CC=C1 (Z-Thr(But)-Ser(But)-OH), Cl (HCl). Run in CO (methanol), CO (methanol). Product: N[C@@H]([C@H](OC(C)(C)C)C)C(=O)N[C@@H](COC(C)(C)C)C(=O)O.Cl (H-Thr(But)-Ser(But)-OH.HCl). RXN SMILES: [NH:1](C(OCC1C=CC=CC=1)=O)[C@H:2]([C:10]([NH:12][C@H:13]([C:20]([OH:22])=[O:21])[CH2:14][O:15][C:16]([CH3:19])([CH3:18])[CH3:17])=[O:11])[C@@H:3]([CH3:9])[O:4][C:5]([CH3:8])([CH3:7])[CH3:6].[ClH:33]>CO>[NH2:1][C@H:2]([C:10]([NH:12][C@H:13]([C:20]([OH:22])=[O:21])[CH2:14][O:15][C:16]([CH3:19])([CH3:18])[CH3:17])=[O:11])[C@@H:3]([CH3:9])[O:4][C:5]([CH3:8])([CH3:7])[CH3:6].[ClH:33] |f:3.4|. Reported procedure: 25 g (55.24 mmoles) of Z-Thr(But)-Ser(But)-OH are dissolved in 200 ml of methanol and are hydrogenated catalytically (at pH 4.5) using an autotitrator, with addition of a solution of HCl in methanol. After completion of the hydrogenation, the Pd/BaSO4 catalyst is filtered off, the filtrate is concentrated and the residue is dried in a high vacuum. Yield 1.1 g of an amorphous product Starting materials: O1CCOC2=C1C=CC=C2N (2,3-Dihydro-benzo[1,4]dioxin-5-ylamine), ClCCO (2-chloroethanol), CCN(C(C)C)C(C)C (Hunigs base), C(C)(=O)OCC (Ethyl acetate). Conditions: temperature 120 celsius, time 12.5 hour. Yields the product O1CCOC2=C1C=CC=C2N(CCO)CCO (2-[(2,3-Dihydro-benzo[1,4]dioxin-5-yl)-(2-hydroxy-ethyl)-amino]-ethanol). Yield: 80.0%. Reaction SMILES: [O:1]1[C:6]2[CH:7]=[CH:8][CH:9]=[C:10]([NH2:11])[C:5]=2[O:4][CH2:3][CH2:2]1.Cl[CH2:13][CH2:14][OH:15].CCN(C(C)C)C(C)C.[C:25](OCC)(=[O:27])[CH3:26]>>[O:1]1[C:6]2[CH:7]=[CH:8][CH:9]=[C:10]([N:11]([CH2:26][CH2:25][OH:27])[CH2:13][CH2:14][OH:15])[C:5]=2[O:4][CH2:3][CH2:2]1. Reported procedure: 2,3-Dihydro-benzo[1,4]dioxin-5-ylamine (31.1 g, 0.2 mol) is mixed with 2-chloroethanol (210 mL, 3.1 mol) and Hunigs base (105 mL, 0.6 mol). The resulting dark solution is heated to 120° C. and stirred at this temperature with continuous monitoring by HPLC. After 12.5 h, the reaction is stopped. Ethyl acetate (300 mL) is added and the solution is washed with diluted brine (1×250 mL) followed by brine (2×75 mL). All aqueous layers are combined, the pH adjusted to 7 with K2CO3, and solution is back...